From a dataset of the Open Reaction Database (ORD), a public repository of structured organic reaction records. describe an organic reaction: reactants, conditions, products, and yield Reactants: CC(=O)OC1CC(OC(C)=O)C(NC(=O)CCl)(OCc2ccccc2)OC1C, CCOP(OCC)OCC. The product is CCOP(=O)(CC(=O)NC1(OCc2ccccc2)OC(C)C(OC(C)=O)CC1OC(C)=O)OCC. As a reaction SMILES: [C:1]([CH3:2])(=[O:3])[O:4][CH:5]1[C:6]([O:7][CH2:8][c:9]2[cH:10][cH:11][cH:12][cH:13][cH:14]2)([NH:24][C:25]([CH2:26][Cl:27])=[O:28])[O:15][CH:16]([CH3:23])[CH:17]([O:19][C:20]([CH3:21])=[O:22])[CH2:18]1.[P:29]([O:30][CH2:31][CH3:32])([O:33][CH2:34][CH3:35])[O:36][CH2:37][CH3:38]>>[C:1]([CH3:2])(=[O:3])[O:4][CH:5]1[C:6]([O:7][CH2:8][c:9]2[cH:10][cH:11][cH:12][cH:13][cH:14]2)([NH:24][C:25]([CH2:26][P:29]([O:30][CH2:31][CH3:32])([O:33][CH2:34][CH3:35])=[O:36])=[O:28])[O:15][CH:16]([CH3:23])[CH:17]([O:19][C:20]([CH3:21])=[O:22])[CH2:18]1. Reactants: C=1(C(=CC=CC1)C(=O)CN1C(C(CN(C2=C1C=C(C=C2)C)C(=O)C2CCCCC2)NC(=O)OC(C)(C)C)=O)C (1-(2-Toluoylmethyl)-2-oxo-3-tert-butoxycarbonylamino-5-cyclohexylcarbonyl-8-methyl-1,3,4,5-tetrahydro-2H-1,5-benzodiazepine). Solvent: Cl.O1CCOCC1 (HCl dioxane). Reaction conditions: temperature 50 celsius, time 1 hour. Product: C=1(C(=CC=CC1)C(=O)CN1C(C(CN(C2=C1C=C(C=C2)C)C(=O)C2CCCCC2)N)=O)C (1-(2-toluoylmethyl)-2-oxo-3-amino-5-cyclohexylcarbonyl-8-methyl-1,3,4,5-tetrahydro-2H-1,5-benzodiazepine). The yield is 86.2%. RXN SMILES: [C:1]1([CH3:39])[C:2]([C:7]([CH2:9][N:10]2[C:16]3[CH:17]=[C:18]([CH3:21])[CH:19]=[CH:20][C:15]=3[N:14]([C:22]([CH:24]3[CH2:29][CH2:28][CH2:27][CH2:26][CH2:25]3)=[O:23])[CH2:13][CH:12]([NH:30]C(OC(C)(C)C)=O)[C:11]2=[O:38])=[O:8])=[CH:3][CH:4]=[CH:5][CH:6]=1>Cl.O1CCOCC1>[C:1]1([CH3:39])[C:2]([C:7]([CH2:9][N:10]2[C:16]3[CH:17]=[C:18]([CH3:21])[CH:19]=[CH:20][C:15]=3[N:14]([C:22]([CH:24]3[CH2:29][CH2:28][CH2:27][CH2:26][CH2:25]3)=[O:23])[CH2:13][CH:12]([NH2:30])[C:11]2=[O:38])=[O:8])=[CH:3][CH:4]=[CH:5][CH:6]=1 |f:1.2|. Procedure: 1-(2-Toluoylmethyl)-2-oxo-3-tert-butoxycarbonylamino-5-cyclohexylcarbonyl-8-methyl-1,3,4,5-tetrahydro-2H-1,5-benzodiazepine (1.00 g) was suspended in 4N HCl-dioxane (10 ml), the suspension was stirred for one hour at 50° C. The reaction mixture was concentrated under reduced pressure, the residue was dissolved in methylene chloride (100 ml), the solution was successively washed with saturated aqueous sodium bicarbonate and saturated brine, and dried over anhydrous sodium sulfate. The solvent was... The reactants are ClC1=NC=C(C(=N1)NC1=CC=C(C=C1)OCCCN1CCOCC1)F (2-chloro-5-fluoro-N4-[4-[3-(N-morpholinyl)propyl]oxyphenyl]-4-pyrimidineamine), ClC1=C(N)C=C(C(=C1)O)C (2-chloro-4-hydroxy-5-methylaniline). Yields the product ClC1=C(C=C(C(=C1)O)C)NC1=NC=C(C(=N1)NC1=CC=C(C=C1)OCCCN1CCOCC1)F (N2-(2-chloro-4-hydroxy-5-methylphenyl)-5-fluoro-N4-[4-[3-(N-morpholinyl)propyl]oxyphenyl]-2,4-pyrimidinediamine). As a reaction SMILES: Cl[C:2]1[N:7]=[C:6]([NH:8][C:9]2[CH:14]=[CH:13][C:12]([O:15][CH2:16][CH2:17][CH2:18][N:19]3[CH2:24][CH2:23][O:22][CH2:21][CH2:20]3)=[CH:11][CH:10]=2)[C:5]([F:25])=[CH:4][N:3]=1.[Cl:26][C:27]1[CH:33]=[C:32]([OH:34])[C:31]([CH3:35])=[CH:30][C:28]=1[NH2:29]>>[Cl:26][C:27]1[CH:33]=[C:32]([OH:34])[C:31]([CH3:35])=[CH:30][C:28]=1[NH:29][C:2]1[N:7]=[C:6]([NH:8][C:9]2[CH:14]=[CH:13][C:12]([O:15][CH2:16][CH2:17][CH2:18][N:19]3[CH2:24][CH2:23][O:22][CH2:21][CH2:20]3)=[CH:11][CH:10]=2)[C:5]([F:25])=[CH:4][N:3]=1. Procedure details: In like manner to the preparation of N4-(3,4-ethylenedioxyphenyl)-5-fluoro-N2-(3-hydroxyphenyl)-2,4-pyrimidinediamine, the reaction of 2-chloro-5-fluoro-N4-[4-[3-(N-morpholinyl)propyl]oxyphenyl]-4-pyrimidineamine with 2-chloro-4-hydroxy-5-methylaniline gave N2-(2-chloro-4-hydroxy-5-methylphenyl)-5-fluoro-N4-[4-[3-(N-morpholinyl)propyl]oxyphenyl]-2,4-pyrimidinediamine. LCMS: retn, time: 15.19 min.; purity: 94%; MS (m/e): 488 (MH+); 1H NMR (CDCl3): δ 7.89 (1H, d, J=3.3 Hz), 7.52 (1H, d, J=2.5 Hz),... The reactants are BrC1=CC=2C3=CC=C(C=C3C(N(C2C=C1)S(=O)(=O)C1=CC=C(C=C1)OC)CC)F (2-bromo-6-ethyl-8-fluoro-5-[(4-methoxyphenyl)sulfonyl]-5,6-dihydrophenanthridine), B(Cl)(Cl)Cl (boron trichloride), ClCCl (dichloromethane). The reagents and catalysts are [I-].C(CCC)[N+](CCCC)(CCCC)CCCC (tetrabutylammonium iodide). Yields the product BrC1=CC=2C3=CC=C(C=C3C(N(C2C=C1)S(=O)(=O)C1=CC=C(C=C1)O)CC)F (4-[(2-bromo-6-ethyl-8-fluorophenanthridin-5(6H)-yl)sulfonyl]phenol). The yield is 38.3%. Reaction SMILES: [Br:1][C:2]1[CH:15]=[CH:14][C:13]2[N:12]([S:16]([C:19]3[CH:24]=[CH:23][C:22]([O:25]C)=[CH:21][CH:20]=3)(=[O:18])=[O:17])[CH:11]([CH2:27][CH3:28])[C:10]3[C:5](=[CH:6][CH:7]=[C:8]([F:29])[CH:9]=3)[C:4]=2[CH:3]=1.B(Cl)(Cl)Cl.ClCCl>[I-].C([N+](CCCC)(CCCC)CCCC)CCC>[Br:1][C:2]1[CH:15]=[CH:14][C:13]2[N:12]([S:16]([C:19]3[CH:24]=[CH:23][C:22]([OH:25])=[CH:21][CH:20]=3)(=[O:18])=[O:17])[CH:11]([CH2:27][CH3:28])[C:10]3[C:5](=[CH:6][CH:7]=[C:8]([F:29])[CH:9]=3)[C:4]=2[CH:3]=1 |f:3.4|. Reported procedure: The title compound was prepared from 2-bromo-6-ethyl-8-fluoro-5-[(4-methoxyphenyl)sulfonyl]-5,6-dihydrophenanthridine (0.61 g, 1.3 mmol), tetrabutylammonium iodide (1.1 g, 3.1 mmol), and 1 M boron trichloride in dichloromethane (9.0 mL, 9.0 mmol) according to the procedure and in the same manner as described in Example 35, Step b. The crude product was purified by flash column chromatography on silica gel, eluting with a mixture of ethyl acetate-hexane (3:7 to 1:1 gradient), followed by triturat... Starting materials: [C-]#N.[Na+] (Sodium cyanide), CN(C=O)C (dimethyl formamide), ClC(C)C1=CC=C(C=C1)CC1=C(C=CC=C1)CCl ((1-chloroethyl)-4-(2-chloromethylbenzyl)benzene), CN(C=O)C (dimethyl formamide), O (water). Reagents/catalysts: [Cl-].C(C1=CC=CC=C1)[N+](CC)(CC)CC (benzyl triethyl ammonium chloride). Conditions: time 20 hour. The product is C(#N)C(C)C1=CC=C(C=C1)CC1=C(C=CC=C1)CC#N ((1-cyanoethyl)-4-(2-cyanomethylbenzyl)benzene). Reaction SMILES: [C-:1]#[N:2].[Na+].Cl[CH:5]([C:7]1[CH:12]=[CH:11][C:10]([CH2:13][C:14]2[CH:19]=[CH:18][CH:17]=[CH:16][C:15]=2[CH2:20]Cl)=[CH:9][CH:8]=1)[CH3:6].O.[CH3:23][N:24](C)C=O>[Cl-].C([N+](CC)(CC)CC)C1C=CC=CC=1>[C:1]([CH:5]([C:7]1[CH:12]=[CH:11][C:10]([CH2:13][C:14]2[CH:19]=[CH:18][CH:17]=[CH:16][C:15]=2[CH2:20][C:23]#[N:24])=[CH:9][CH:8]=1)[CH3:6])#[N:2] |f:0.1,5.6|. Procedure: Sodium cyanide (2.4 g) and 0.8 g of benzyl triethyl ammonium chloride were added to 30 ml of dimethyl formamide, and with stirring, a solution of 5.6 g of (1-chloroethyl)-4-(2-chloromethylbenzyl)benzene in 10 ml of dimethyl formamide was added. The mixture was stirred at 40° C. for 1 hour and then at 70° C. for 20 hours. After the reaction, the reaction mixture was cooled, and 70 ml of water was added. The mixture was extracted with ether. The ethereal layer was washed with water, dried over anh...